This data is from the Open Reaction Database (ORD), a public repository of structured organic reaction records. The task is: describe an organic reaction: reactants, conditions, products, and yield The reactants are CCCCN=C=O (effective_coupling_partner), O=C(Oc2ccc1ccccc1c2)c3ccccc3 (substrate). Reagents/catalysts: dppf. Run at temperature 80 celsius, time 24 hour. Yields the product CCCCNC(=O)c2ccc1ccccc1c2. Starting materials: Cc1cccc(Nc2ccccc2C=O)c1C, Cl, NO, c1ccncc1. The product is Cc1cccc(Nc2ccccc2C=NO)c1C. RXN SMILES: [CH3:1][c:2]1[c:3]([NH:9][c:10]2[c:11]([CH:12]=[O:13])[cH:14][cH:15][cH:16][cH:17]2)[cH:4][cH:5][cH:6][c:7]1[CH3:8].[ClH:18].[NH2:19][OH:20].[cH:21]1[cH:22][cH:23][n:24][cH:25][cH:26]1>>[CH3:1][c:2]1[c:3]([NH:9][c:10]2[c:11]([CH:12]=[N:19][OH:20])[cH:14][cH:15][cH:16][cH:17]2)[cH:4][cH:5][cH:6][c:7]1[CH3:8]. Reactants: BrCC=C(CCC=C(CC)C)CC (1-bromo-3-ethyl-7-methyl-2,6-nonadiene), OC1=CC=C2CCCOC2=C1 (7-hydroxy-chromane). Product: C(C)C(=CCOC1=CC=C2CCCOC2=C1)CCC=C(CC)C (7-(3-ethyl-7-methyl-2,6-nonadienyloxy)-chromane). Reaction SMILES: Br[CH2:2][CH:3]=[C:4]([CH2:12][CH3:13])[CH2:5][CH2:6][CH:7]=[C:8]([CH3:11])[CH2:9][CH3:10].[OH:14][C:15]1[CH:24]=[C:23]2[C:18]([CH2:19][CH2:20][CH2:21][O:22]2)=[CH:17][CH:16]=1>>[CH2:12]([C:4]([CH2:5][CH2:6][CH:7]=[C:8]([CH3:11])[CH2:9][CH3:10])=[CH:3][CH2:2][O:14][C:15]1[CH:24]=[C:23]2[C:18]([CH2:19][CH2:20][CH2:21][O:22]2)=[CH:17][CH:16]=1)[CH3:13]. Procedure: Following the procedure of Example 1, 1-bromo-3-ethyl-7-methyl-2,6-nonadiene and 7-hydroxy-chromane are reacted to form 7-(3-ethyl-7-methyl-2,6-nonadienyloxy)-chromane of boiling point 140°-141°C/0.001 mmHg. The reactants are CCN(CC)CCCN, C1CCOC1, Cc1ccc(C(=O)Nc2ccc(F)cc2)cc1-c1nc(S(C)=O)nc2c1CNC(=O)N2c1c(F)cccc1F. Product: CCN(CC)CCCNc1nc(-c2cc(C(=O)Nc3ccc(F)cc3)ccc2C)c2c(n1)N(c1c(F)cccc1F)C(=O)NC2. As a reaction SMILES: [CH2:40]([CH3:41])[N:42]([CH2:43][CH2:44][CH2:45][NH2:46])[CH2:47][CH3:48].[CH2:49]1[O:50][CH2:51][CH2:52][CH2:53]1.[F:1][c:2]1[c:3]([N:9]2[C:10](=[O:39])[NH:11][CH2:12][c:13]3[c:14]2[n:15][c:16]([S:36]([CH3:37])=[O:38])[n:17][c:18]3-[c:19]2[cH:20][c:21]([C:22](=[O:23])[NH:24][c:25]3[cH:26][cH:27][c:28]([F:31])[cH:29][cH:30]3)[cH:32][cH:33][c:34]2[CH3:35])[c:4]([F:8])[cH:5][cH:6][cH:7]1>>[F:1][c:2]1[c:3]([N:9]2[C:10](=[O:39])[NH:11][CH2:12][c:13]3[c:14]2[n:15][c:16]([NH:46][CH2:45][CH2:44][CH2:43][N:42]([CH2:40][CH3:41])[CH2:47][CH3:48])[n:17][c:18]3-[c:19]2[cH:20][c:21]([C:22](=[O:23])[NH:24][c:25]3[cH:26][cH:27][c:28]([F:31])[cH:29][cH:30]3)[cH:32][cH:33][c:34]2[CH3:35])[c:4]([F:8])[cH:5][cH:6][cH:7]1. Starting materials: (2S*,3S*,5S*)-1-benzyloxycarbonyl-3-(N-tert-butoxycarbonyl)amino-5-methoxycarbonyl-2-phenylpiperidine, C(C1=CC=CC=C1)OC(=O)N1[C@H]([C@H]([C@H]([C@H]1C)COCC1=CC=CC=C1)NC(=O)OC(C)(C)C)C1=CC=CC=C1 ((2S*,3S*,4R*,5R*)-1-Benzyloxycarbonyl-4-benzyloxymethyl-3-[N-(t-butoxycarbonyl)amino]-5-methyl-2-phenylpyrrolidine), CO (Methanol), C(=O)=O (CO2). Run in Cl (Hydrogen Chloride). Yields the product N[C@@H]1[C@@H](N(C[C@H](C1)C(=O)OC)C(=O)OCC1=CC=CC=C1)C1=CC=CC=C1 ((2S*,3S*,5S*)-3-Amino-1-benzyloxycarbonyl-5-methoxycarbonyl-2-phenylpiperidine). Reaction SMILES: [CH2:1]([O:8][C:9]([N:11]1[C@H:15]([CH3:16])[C@H:14](COCC2C=CC=CC=2)[C@H:13]([NH:26]C(OC(C)(C)C)=O)[C@@H:12]1[C:34]1[CH:39]=[CH:38][CH:37]=[CH:36][CH:35]=1)=[O:10])[C:2]1[CH:7]=[CH:6][CH:5]=[CH:4][CH:3]=1.[C:40](=[O:42])=[O:41].[CH3:43]O>Cl>[NH2:26][C@H:13]1[CH2:14][C@H:16]([C:40]([O:42][CH3:43])=[O:41])[CH2:15][N:11]([C:9]([O:8][CH2:1][C:2]2[CH:3]=[CH:4][CH:5]=[CH:6][CH:7]=2)=[O:10])[C@H:12]1[C:34]1[CH:35]=[CH:36][CH:37]=[CH:38][CH:39]=1. Procedure details: A suspension of (2S*,3S*,5S*)-1-benzyloxycarbonyl-3-(N-tert-butoxycarbonyl)amino-5-methoxycarbonyl-2-phenylpiperidine (1.01 g, 2.16 mmol) in Hydrogen Chloride, Methanol Reagent 10 (20.0 ml) was stirred and heated at reflux for 10 minutes; the reaction mixture became homogeneous with evolution of CO2 gas. This mixture was concentrated in vacuo, and the syrupy residue was basified with sat. Na2CO3 aq. solution. The mixture was extracted with CH2Cl2 (×4). The combined CH2Cl2 extracts were dried (Na...